From a dataset of the Open Reaction Database (ORD), a public repository of structured organic reaction records. describe an organic reaction: reactants, conditions, products, and yield Starting materials: CCOC(=O)C1C(C)OCCN1Cc1ccccc1, CCO, [OH-], [OH-], [Pd+2]. Yields the product CCOC(=O)C1NCCOC1C. As a reaction SMILES: [CH2:1]([c:2]1[cH:3][cH:4][cH:5][cH:6][cH:7]1)[N:8]1[CH:9]([C:15](=[O:16])[O:17][CH2:18][CH3:19])[CH:10]([CH3:14])[O:11][CH2:12][CH2:13]1.[CH3:23][CH2:24][OH:25].[OH-:20].[OH-:21].[Pd+2:22]>>[NH:8]1[CH:9]([C:15](=[O:16])[O:17][CH2:18][CH3:19])[CH:10]([CH3:14])[O:11][CH2:12][CH2:13]1. Starting materials: Clc1ccccc1, O=C(c1ccc(Cl)cc1)c1ccc(Cl)cc1, O=C(c1ccc(Cl)cc1)c1ccccc1Cl, O=C(c1ccccc1)c1ccc(Cl)cc1, O=C(c1ccc([N+](=O)[O-])cc1)c1ccc(Cl)c([N+](=O)[O-])c1, O=C(c1ccc(Cl)c([N+](=O)[O-])c1)c1ccc(Cl)c([N+](=O)[O-])c1, O=C(c1ccc(Cl)c([N+](=O)[O-])c1)c1cc([N+](=O)[O-])ccc1Cl, O=C(c1cccc([N+](=O)[O-])c1)c1ccc(Cl)c([N+](=O)[O-])c1. RXN SMILES: [Cl:134][c:135]1[cH:136][cH:137][cH:138][cH:139][cH:140]1.[Cl:23][c:24]1[cH:25][cH:26][c:27]([C:28]([c:29]2[cH:30][cH:31][c:32]([Cl:33])[cH:34][cH:35]2)=[O:36])[cH:37][cH:38]1.[Cl:61][c:62]1[cH:63][cH:64][cH:65][cH:66][c:67]1[C:68]([c:69]1[cH:70][cH:71][c:72]([Cl:73])[cH:74][cH:75]1)=[O:76].[Cl:98][c:99]1[cH:100][cH:101][c:102]([C:103]([c:104]2[cH:105][cH:106][cH:107][cH:108][cH:109]2)=[O:110])[cH:111][cH:112]1.[N+:113]([c:114]1[cH:115][c:116]([C:119](=[O:120])[c:121]2[cH:122][cH:123][c:124]([N+:127](=[O:128])[O-:129])[cH:125][cH:126]2)[cH:117][cH:118][c:130]1[Cl:131])([O-:132])=[O:133].[N+:1]([c:2]1[cH:3][c:4]([C:9]([c:10]2[cH:11][cH:12][c:13]([Cl:15])[c:14]([N+:16]([O-:17])=[O:18])[cH:19]2)=[O:20])[cH:5][cH:6][c:7]1[Cl:8])([O-:21])=[O:22].[N+:39]([c:40]1[cH:41][cH:42][c:43]([Cl:44])[c:45]([C:47]([c:48]2[cH:49][cH:50][c:51]([Cl:52])[c:53]([N+:54]([O-:55])=[O:56])[cH:57]2)=[O:58])[cH:46]1)([O-:59])=[O:60].[N+:77]([c:78]1[cH:79][c:80]([C:85]([c:86]2[cH:87][cH:88][cH:89][c:90]([N+:91]([O-:92])=[O:93])[cH:94]2)=[O:95])[cH:81][cH:82][c:83]1[Cl:84])([O-:96])=[O:97]>>[Cl:15][C:119](=[O:120])[c:121]1[cH:122][cH:123][c:124]([N+:127](=[O:128])[O-:129])[cH:125][cH:126]1. The product is O=C(Cl)c1ccc([N+](=O)[O-])cc1. Reactants: O=C(O)C(=O)O, COc1ccc(CC2CCNC2)cc1, O=C(O)c1cnoc1-c1ccccc1Cl. Yields the product COc1ccc(CC2CCN(C(=O)c3cnoc3-c3ccccc3Cl)C2)cc1. As a reaction SMILES: [C:16]([OH:17])(=[O:18])[C:19]([OH:20])=[O:21].[CH3:22][O:23][c:24]1[cH:25][cH:26][c:27]([CH2:28][CH:29]2[CH2:30][NH:31][CH2:32][CH2:33]2)[cH:34][cH:35]1.[Cl:1][c:2]1[c:3](-[c:8]2[c:9]([C:13](=[O:14])[OH:15])[cH:10][n:11][o:12]2)[cH:4][cH:5][cH:6][cH:7]1>>[Cl:1][c:2]1[c:3](-[c:8]2[c:9]([C:13](=[O:15])[N:31]3[CH2:30][CH:29]([CH2:28][c:27]4[cH:26][cH:25][c:24]([O:23][CH3:22])[cH:35][cH:34]4)[CH2:33][CH2:32]3)[cH:10][n:11][o:12]2)[cH:4][cH:5][cH:6][cH:7]1. Reactants: C1CCOC1, CCN(C(C)C)C(C)C, O=C(Cl)c1ccc(F)cc1, CCOC(=O)n1nc(N)c2c1C(C)(C)N(C(=O)OC(C)(C)C)C2. Yields the product CCOC(=O)n1nc(NC(=O)c2ccc(F)cc2)c2c1C(C)(C)N(C(=O)OC(C)(C)C)C2. Reaction SMILES: [CH2:43]1[O:44][CH2:45][CH2:46][CH2:47]1.[CH:24]([N:25]([CH2:26][CH3:27])[CH:28]([CH3:29])[CH3:30])([CH3:31])[CH3:32].[F:33][c:34]1[cH:35][cH:36][c:37]([C:38](=[O:39])[Cl:40])[cH:41][cH:42]1.[NH2:1][c:2]1[c:3]2[c:4]([n:5]([C:7](=[O:8])[O:9][CH2:10][CH3:11])[n:6]1)[C:12]([CH3:22])([CH3:23])[N:13]([C:15](=[O:16])[O:17][C:18]([CH3:19])([CH3:20])[CH3:21])[CH2:14]2>>[NH:1]([c:2]1[c:3]2[c:4]([n:5]([C:7](=[O:8])[O:9][CH2:10][CH3:11])[n:6]1)[C:12]([CH3:22])([CH3:23])[N:13]([C:15](=[O:16])[O:17][C:18]([CH3:19])([CH3:20])[CH3:21])[CH2:14]2)[C:38]([c:37]1[cH:36][cH:35][c:34]([F:33])[cH:42][cH:41]1)=[O:39].